Dataset: the Open Reaction Database (ORD), a public repository of structured organic reaction records. Task: describe an organic reaction: reactants, conditions, products, and yield Reactants: NC1=C(C(=O)C2=C(C=C(C=C2)OCC2=CC=CC=C2)OC)C=C(C=C1)Cl (2-amino-4'-benzyloxy-5-chloro-2'-methoxybenzophenone), [BH4-].[Na+] (sodium borohydride). The solvent is CO (methanol). Run at time 24 hour. Product: NC1=C(C(C2=C(C=C(C=C2)OCC2=CC=CC=C2)OC)O)C=C(C=C1)Cl (2-amino-α-(4-benzyloxy-2-methoxyphenyl)-5-chlorobenzyl alcohol). The yield is 94.5%. Reaction SMILES: [NH2:1][C:2]1[CH:25]=[CH:24][C:23]([Cl:26])=[CH:22][C:3]=1[C:4]([C:6]1[CH:11]=[CH:10][C:9]([O:12][CH2:13][C:14]2[CH:19]=[CH:18][CH:17]=[CH:16][CH:15]=2)=[CH:8][C:7]=1[O:20][CH3:21])=[O:5].[BH4-].[Na+]>CO>[NH2:1][C:2]1[CH:25]=[CH:24][C:23]([Cl:26])=[CH:22][C:3]=1[CH:4]([OH:5])[C:6]1[CH:11]=[CH:10][C:9]([O:12][CH2:13][C:14]2[CH:19]=[CH:18][CH:17]=[CH:16][CH:15]=2)=[CH:8][C:7]=1[O:20][CH3:21] |f:1.2|. Procedure: To a solution of 2-amino-4'-benzyloxy-5-chloro-2'-methoxybenzophenone (10 g) in methanol (100 ml) was added sodium borohydride (1.4 g). After being stirred for 24 h, the mixture was concentrated in vacuo. The residue was diluted with water (200 ml) and extracted with ethyl acetate (300 ml). The extract was washed with water, dried over magnesium sulfate and concentrated in vacuo. The residue was purified by silica gel column chromatography (hexane:ethyl acetate=4:1-2:1) to give 2-amino-α-(4-benz...